describe an organic reaction: reactants, conditions, products, and yield From a dataset of the Open Reaction Database (ORD), a public repository of structured organic reaction records. Reactants: ClC(Cl)(Cl)Cl, CCC(C)Oc1ccc(F)c(CO)c1, c1ccc(P(c2ccccc2)c2ccccc2)cc1. The product is CCC(C)Oc1ccc(F)c(CCl)c1. RXN SMILES: [C:34]([Cl:35])([Cl:36])([Cl:37])[Cl:38].[F:1][c:2]1[c:3]([CH2:13][OH:14])[cH:4][c:5]([O:8][CH:9]([CH2:10][CH3:11])[CH3:12])[cH:6][cH:7]1.[c:15]1([P:16]([c:17]2[cH:18][cH:19][cH:20][cH:21][cH:22]2)[c:23]2[cH:24][cH:25][cH:26][cH:27][cH:28]2)[cH:29][cH:30][cH:31][cH:32][cH:33]1>>[F:1][c:2]1[c:3]([CH2:13][Cl:35])[cH:4][c:5]([O:8][CH:9]([CH2:10][CH3:11])[CH3:12])[cH:6][cH:7]1. Reactants: N1C(=NC=C1)CN1C2=C(OCC1=O)N=C(C(=C2)C2=CC=CC=C2)C2=CC=C(C=C2)C2(CCC2)N (1-((1H-imidazol-2-yl)methyl)-6-(4-(1-aminocyclobutyl)phenyl)-7-phenyl-1H-pyrido[2,3-b][1,4]oxazin-2(3H)-one), C(C)(C)(C)OC(NC1(CCC1)C1=CC=C(C=C1)C=1C(=CC2=C(OCC=3N2C(N(N3)CC(F)(F)F)=O)N1)C1=CC=CC=C1)=O (tert-butyl(1-(4-(1-oxo-8-phenyl-2-(2,2,2-trifluoroethyl)-2,4-dihydro-1H-pyrido[2,3-b][1,2,4]triazolo[4,3-d][1,4]oxazin-7-yl)phenyl)cyclobutyl)carbamate). The product is NC1(CCC1)C1=CC=C(C=C1)C=1C(=CC2=C(OCC=3N2C(N(N3)CC(F)(F)F)=O)N1)C1=CC=CC=C1 (7-(4-(1-aminocyclobutyl)phenyl)-8-phenyl-2-(2,2,2-trifluoroethyl)-2,4-dihydro-1H-pyrido[2,3-b][1,2,4]triazolo[4,3-d][1,4]oxazin-1-one). Isolated yield 86.1%. Reaction SMILES: N1C=CN=C1CN1C(=O)COC2N=C(C3C=CC(C4(N)CCC4)=CC=3)C(C3C=CC=CC=3)=CC1=2.C(OC(=O)[NH:41][C:42]1([C:46]2[CH:51]=[CH:50][C:49]([C:52]3[C:53]([C:71]4[CH:76]=[CH:75][CH:74]=[CH:73][CH:72]=4)=[CH:54][C:55]4[N:60]5[C:61](=[O:69])[N:62]([CH2:64][C:65]([F:68])([F:67])[F:66])[N:63]=[C:59]5[CH2:58][O:57][C:56]=4[N:70]=3)=[CH:48][CH:47]=2)[CH2:45][CH2:44][CH2:43]1)(C)(C)C>>[NH2:41][C:42]1([C:46]2[CH:47]=[CH:48][C:49]([C:52]3[C:53]([C:71]4[CH:72]=[CH:73][CH:74]=[CH:75][CH:76]=4)=[CH:54][C:55]4[N:60]5[C:61](=[O:69])[N:62]([CH2:64][C:65]([F:66])([F:67])[F:68])[N:63]=[C:59]5[CH2:58][O:57][C:56]=4[N:70]=3)=[CH:50][CH:51]=2)[CH2:43][CH2:44][CH2:45]1. Procedure details: Following the procedure for 1-((1H-imidazol-2-yl)methyl)-6-(4-(1-aminocyclobutyl)phenyl)-7-phenyl-1H-pyrido[2,3-b][1,4]oxazin-2(3H)-one, tert-butyl(1-(4-(1-oxo-8-phenyl-2-(2,2,2-trifluoroethyl)-2,4-dihydro-1H-pyrido[2,3-b][1,2,4]triazolo[4,3-d][1,4]oxazin-7-yl)phenyl)cyclobutyl)carbamate (45 mg, 0.08 mmol) was reacted to afford the title compound (34 mg, 61%). LCMS (Method D): RT=0.923 min, M-NH2=477. 1H NMR (500 MHz, MeOD): 8.43 (1H, s), 7.34-7.28 (4H, m), 7.21-7.20 (3H, m), 7.13-7.12 (2H, m), ... Starting materials: [OH-].[Na+] (sodium hydroxide), C(CCC)[Li] (Butyllithium), BrC1=CC2=CC=CC=C2C=C1 (2-bromonaphthalene), N12CC(C(CC1)CC2)=O (3-quinuclidinone). Solvent: C(C)OCC (diethyl ether), C(C)OCC (diethyl ether). Reaction conditions: temperature -70 celsius, time 30 minute. The product is C1=C(C=CC2=CC=CC=C12)C1(CN2CCC1CC2)O ((±)-3-(2-Naphthyl)-quinuclidine-3-ol). Reaction SMILES: C([Li])CCC.Br[C:7]1[CH:16]=[CH:15][C:14]2[C:9](=[CH:10][CH:11]=[CH:12][CH:13]=2)[CH:8]=1.[N:17]12[CH2:24][CH2:23][CH:20]([CH2:21][CH2:22]1)[C:19](=[O:25])[CH2:18]2.[OH-].[Na+]>C(OCC)C>[CH:8]1[C:9]2[C:14](=[CH:13][CH:12]=[CH:11][CH:10]=2)[CH:15]=[CH:16][C:7]=1[C:19]1([OH:25])[CH:20]2[CH2:23][CH2:24][N:17]([CH2:22][CH2:21]2)[CH2:18]1 |f:3.4|. Procedure: Butyllithium (31 ml, 72 mmol) was added to a mixture of 2-bromonaphthalene (14.9 g, 72.1 mmol) and diethyl ether (300 ml) at −70° C. The resulting mixture was stirred at −70° C. for 30 minutes. A mixture of 3-quinuclidinone and diethyl ether (150 ml) was added at −70° C. The mixture was stirred at −70° C. for 1 hour and was then allowed to reach room temperature. Aqueous sodium hydroxide (400 ml, 1 M) was added. The phases were separated and the aqueous phase was extracted with diethyl ether (10... Starting materials: COCOC1=C(C=C(C=C1)CCC)CO ((2-methoxymethoxy-5-propylphenyl)methanol). The reagents and catalysts are [O-2].[O-2].[Mn+4] (manganese dioxide). Solvent: C(C)(=O)OCC (ethyl acetate). Reaction conditions: time 15 hour. Product: COCOC1=C(C=O)C=C(C=C1)CCC (2-methoxymethoxy-5-propylbenzaldehyde). Yield: 85.0%. As a reaction SMILES: [CH3:1][O:2][CH2:3][O:4][C:5]1[CH:10]=[CH:9][C:8]([CH2:11][CH2:12][CH3:13])=[CH:7][C:6]=1[CH2:14][OH:15]>[O-2].[O-2].[Mn+4].C(OCC)(=O)C>[CH3:1][O:2][CH2:3][O:4][C:5]1[CH:10]=[CH:9][C:8]([CH2:11][CH2:12][CH3:13])=[CH:7][C:6]=1[CH:14]=[O:15] |f:1.2.3|. Procedure details: A mixture of (2-methoxymethoxy-5-propylphenyl)methanol (4.98 g), activated manganese dioxide (15.0 g) and ethyl acetate (300 ml) was stirred at room temperature for 15 hrs. Manganese dioxide was removed by filtration and the filtrate was concentrated. The obtained residue was subjected to silica gel column chromatography to give 2-methoxymethoxy-5-propylbenzaldehyde as an oil (4.19 g, 85%) from a fraction eluted with ethyl acetate-hexane (1:4, v/v). The product is solution, CC(=C)C1=CC=CC=C1 (α-methylstyrene). The reactants are diamine, aminopropyl, PDMS, C(=C)(C)C=1C=C(C(C)(C)N=C=O)C=CC1 (m-isopropenyl-α,α-dimethylbenzyl isocyanate), C(C(=C)C)(=O)OC1(C(CCCC1)(C)C)C (trimethylcyclohexyl methacrylate). The yield is 66.1%. Procedure details: 56.52 g (32.0 m moles) of the aminopropyl-capped PDMS of Example 1 are placed in a 100 mL 3-neck round bottom flask fitted with a mechanical stirrer, gas inlet tube and thermometer. The diamine is cooled with an ice-water bath and kept under a dry air atmosphere. 12.90 g (64.1 m moles) of m-isopropenyl-α,α-dimethylbenzyl isocyanate (TMI) are added while stirring. After 2 hours the mixture becomes very thick and 69.42 g of trimethylcyclohexyl methacrylate (TMMA) are added. The ice-water bath is r... Reaction SMILES: [C:1]([C:4]1[CH:5]=[C:6]([CH:13]=[CH:14][CH:15]=1)C(N=C=O)(C)C)([CH3:3])=[CH2:2].C(OC1(C)CCCCC1(C)C)(=O)C(C)=C>>[CH3:3][C:1]([C:4]1[CH:5]=[CH:6][CH:13]=[CH:14][CH:15]=1)=[CH2:2]. Reaction conditions: time 2 hour. Reported procedure: The title compound was prepared in analogy to the procedures described in Example 14 but stirring the reaction mixture at 70° C. for 7 h and using 8-(2,6-difluoro-3,5-dimethoxyphenyl)quinoxaline-5-carboxylic acid ethyl ester (Step 124.1). Diethyl-(2-nitro-1H-imidazol-4-ylmethyl)-amine (Step 18.1) instead of 2-nitroimidazole was used in Step 14.3, and Raney nickel and MeOH/THF (1:1) instead of palladium on carbon and MeOH in Step 14.2. Title compound: ESI-MS: 497.0 [M+H]+; tR=3.36 min (System 1);... Reaction SMILES: C(O[C:4]([C:6]1[C:7]2[N:8]=[CH:9][CH:10]=[N:11][C:12]=2[C:13]([C:16]2[C:21]([F:22])=[C:20]([O:23][CH3:24])[CH:19]=[C:18]([O:25][CH3:26])[C:17]=2[F:27])=[CH:14][CH:15]=1)=[O:5])C.[CH2:28]([N:30]([CH2:40][CH3:41])[CH2:31][C:32]1[N:33]=[C:34]([N+:37]([O-])=O)[NH:35][CH:36]=1)[CH3:29].CO.C1COCC1.CO>[Ni].C(Cl)Cl.CO>[CH2:28]([N:30]([CH2:31][C:32]1[N:33]=[C:34]([NH:37][C:4]([C:6]2[C:7]3[N:8]=[CH:9][CH:10]=[N:11][C:12]=3[C:13]([C:16]3[C:21]([F:22])=[C:20]([O:23][CH3:24])[CH:19]=[C:18]([O:25][CH3:26])[C:17]=3[F:27])=[CH:14][CH:15]=2)=[O:5])[NH:35][CH:36]=1)[CH2:40][CH3:41])[CH3:29] |f:2.3,6.7|. Run in C(Cl)Cl.CO (DCM MeOH). Reactants: C(C)OC(=O)C=1C=2N=CC=NC2C(=CC1)C1=C(C(=CC(=C1F)OC)OC)F (8-(2,6-difluoro-3,5-dimethoxyphenyl)quinoxaline-5-carboxylic acid ethyl ester), CO (MeOH), C(C)N(CC=1N=C(NC1)[N+](=O)[O-])CC (Diethyl-(2-nitro-1H-imidazol-4-ylmethyl)-amine), CO.C1CCOC1 (MeOH THF). Yields the product C(C)N(CC)CC=1N=C(NC1)NC(=O)C=1C=2N=CC=NC2C(=CC1)C1=C(C(=CC(=C1F)OC)OC)F (8-(2,6-Difluoro-3,5-dimethoxy-phenyl)-quinoxaline-5-carboxylic acid (4-diethylaminomethyl-1H-imidazol-2-yl)-amide). The reagents and catalysts are [Ni] (Raney nickel). Conditions: temperature 70 celsius, time 7 hour. Reactants: OC=1C=C2C(=CNC2=CC1)C (5-hydroxy-3-methylindole), NC1=NC=CC(=C1)Cl (2-amino-4-chloropyridine), [H-].[Na+] (sodium hydride), CS(=O)C (dimethyl sulfoxide). Solvent: O (Water). Run at temperature 160 celsius, time 15 hour. Product: CC1=CNC2=CC=C(C=C12)OC1=CC(=NC=C1)N (4-(3-Methyl-1H-5-indolyl)oxy-2-pyridinamine). Yield: 21.0%. RXN SMILES: [OH:1][C:2]1[CH:3]=[C:4]2[C:8](=[CH:9][CH:10]=1)[NH:7][CH:6]=[C:5]2[CH3:11].[NH2:12][C:13]1[CH:18]=[C:17](Cl)[CH:16]=[CH:15][N:14]=1.[H-].[Na+].CS(C)=O>O>[CH3:11][C:5]1[C:4]2[C:8](=[CH:9][CH:10]=[C:2]([O:1][C:17]3[CH:16]=[CH:15][N:14]=[C:13]([NH2:12])[CH:18]=3)[CH:3]=2)[NH:7][CH:6]=1 |f:2.3|. Reported procedure: A mixture of 5-hydroxy-3-methylindole (4.7 g), 2-amino-4-chloropyridine (4.1 g), sodium hydride (1.3 g), and dimethyl sulfoxide (40 ml) was stirred at 160° C. for 15 hours. Water was added thereto; extraction was performed with ethyl acetate; and purification was performed by silica gel column chromatography (ethyl acetate, sequentially, ethyl acetate:methanol=20:1). The solvent was distilled off to yield the title compound as a brown solid (1.6 g). Starting materials: ClC(C(=O)O)Cl (dichloroacetic acid), C(C)(C1=C(C=CC=C1)O)C1=C(C=CC=C1)O (2,2'ethylidenebisphenol), ClC(C(=O)O)Cl (dichloroacetic acid), C([O-])([O-])=O.[K+].[K+] (potassium carbonate), methyl ester, C(=O)([O-])[O-].[Na+].[Na+] (Na2CO3), OS(=O)(=O)O (H2SO4). The solvent is C(Cl)Cl (CH2Cl2), C(C)(C)O (isopropyl alcohol), CO (methanol). Conditions: time 70 hour. Product: COC(=O)C1OC2=C(C(C3=C(O1)C=CC=C3)C)C=CC=C2 (Methyl-12-Methyl-12H-Dibenzo[d,g][1,3]dioxocin-6-carboxylate). Yield: 86.6%. As a reaction SMILES: [CH:1]([C:10]1[CH:15]=[CH:14][CH:13]=[CH:12][C:11]=1[OH:16])([C:3]1[CH:8]=[CH:7][CH:6]=[CH:5][C:4]=1[OH:9])[CH3:2].Cl[CH:18](Cl)[C:19]([OH:21])=[O:20].[C:23](=O)([O-])[O-].[K+].[K+].OS(O)(=O)=O.C([O-])([O-])=O.[Na+].[Na+]>C(O)(C)C.C(Cl)Cl.CO>[CH3:23][O:21][C:19]([CH:18]1[O:9][C:4]2[CH:5]=[CH:6][CH:7]=[CH:8][C:3]=2[CH:1]([CH3:2])[C:10]2[CH:15]=[CH:14][CH:13]=[CH:12][C:11]=2[O:16]1)=[O:20] |f:2.3.4,6.7.8|. Procedure details: A mixture of 2,2'ethylidenebisphenol (10.0 grams, 0.0467 mol), dichloroacetic acid (3.85 ml, 0.0467 mol) and potassium carbonate (25.8 grams, 0.187 mol) in 200 ml of isopropyl alcohol is heated at reflux for 24 hours with vigorous stirring, after which an additional 3.85 ml of dichloroacetic acid is added and the mixture refluxed with stirring for 70 hours. The isopropyl alcohol is removed by distillation at atmospheric pressure and replaced gradually with H2O. The reaction mixture is cooled, ac... Reactants: CO, Nc1ccc(COC2OC(CO)C(O)C(O)C2O)cc1. Product: O=CC(O)C(O)C(O)C(O)CO. As a reaction SMILES: [CH3:21][OH:22].[O:1]([CH:2]1[CH:3]([OH:4])[CH:5]([OH:6])[CH:7]([OH:8])[CH:9]([CH2:11][OH:12])[O:10]1)[CH2:13][c:14]1[cH:15][cH:16][c:17]([NH2:18])[cH:19][cH:20]1>>[O:1]=[CH:2][CH:3]([OH:4])[CH:5]([OH:6])[CH:7]([OH:8])[CH:9]([OH:10])[CH2:11][OH:12].